This data is from the Open Reaction Database (ORD), a public repository of structured organic reaction records. The task is: describe an organic reaction: reactants, conditions, products, and yield Procedure details: 1,8-Diazabicyclo[5.4.0]undec-7-ene (DBU--0.07 ml, 0.48 mmol) was added to a mixture of ethyl 3-(chloro)-6-(3H-imidazo[4,5-c]pyridin-3-ylmethyl)benzo[b]thiophene-2 carboxylate (Preparation 12, 150 mg, 0.4 mmol) and 3-methoxybenzenethiol (0.07 ml, 0.6 mmol) in a mixture of dimethylformamide (1 ml) and tetrahydrofuran (1 ml) under a nitrogen atmosphere. The solution was heated to 60° C. for 6 hours and then partitioned between ethyl acetate and water. The organics were separated and washed with wat... Reaction SMILES: N12CCCN=C1CCCCC2.Cl[C:13]1[C:14]2[CH:26]=[CH:25][C:24]([CH2:27][N:28]3[C:32]4[CH:33]=[N:34][CH:35]=[CH:36][C:31]=4[N:30]=[CH:29]3)=[CH:23][C:15]=2[S:16][C:17]=1[C:18]([O:20][CH2:21][CH3:22])=[O:19].[CH3:37][O:38][C:39]1[CH:40]=[C:41]([SH:45])[CH:42]=[CH:43][CH:44]=1>CN(C)C=O.O1CCCC1>[N:30]1[C:31]2[CH:36]=[CH:35][N:34]=[CH:33][C:32]=2[N:28]([CH2:27][C:24]2[CH:25]=[CH:26][C:14]3[C:13]([S:45][C:41]4[CH:42]=[CH:43][CH:44]=[C:39]([O:38][CH3:37])[CH:40]=4)=[C:17]([C:18]([O:20][CH2:21][CH3:22])=[O:19])[S:16][C:15]=3[CH:23]=2)[CH:29]=1. The yield is 81.5%. Reaction conditions: temperature 60 celsius. Product: N1=CN(C=2C=NC=CC21)CC=2C=CC1=C(SC(=C1SC1=CC(=CC=C1)OC)C(=O)OCC)C2 (Ethyl 6-(3H-imidazo[4,5-c]pyridin-3-ylmethyl)-3-[(3-methoxyphenyl)sulfanyl]benzo[b]thiophene-2-carboxylate). Starting materials: N12CCCCCC2=NCCC1 (1,8-Diazabicyclo[5.4.0]undec-7-ene), ClC=1C2=C(SC1C(=O)OCC)C=C(C=C2)CN2C=NC1=C2C=NC=C1 (ethyl 3-(chloro)-6-(3H-imidazo[4,5-c]pyridin-3-ylmethyl)benzo[b]thiophene-2 carboxylate), COC=1C=C(C=CC1)S (3-methoxybenzenethiol). Solvent: CN(C=O)C (dimethylformamide), O1CCCC1 (tetrahydrofuran). Reactants: O=C([O-])[O-], CCOC(=O)C(Cl)C(=O)OCC, CC(C)=O, [K+], [K+], Oc1ccc(Cl)cc1. The product is CCOC(=O)C(Oc1ccc(Cl)cc1)C(=O)OCC. RXN SMILES: [C:21](=[O:22])([O-:23])[O-:24].[CH2:9]([CH3:10])[O:11][C:12]([CH:13]([C:14](=[O:15])[O:16][CH2:17][CH3:18])[Cl:19])=[O:20].[CH3:27][C:28](=[O:29])[CH3:30].[K+:25].[K+:26].[OH:1][c:2]1[cH:3][cH:4][c:5]([Cl:6])[cH:7][cH:8]1>>[O:1]([c:2]1[cH:3][cH:4][c:5]([Cl:6])[cH:7][cH:8]1)[CH:13]([C:12]([O:11][CH2:9][CH3:10])=[O:20])[C:14](=[O:15])[O:16][CH2:17][CH3:18]. Reactants: C(C)(=O)OC=1C=C2C(NC=NC2=CC1)=O (6-acetoxyquinazolin-4-one), S(=O)(Cl)Cl (thionyl chloride). Yields the product Cl.C(C)(=O)OC=1C=C2C(=NC=NC2=CC1)Cl (6-acetoxy-4-chloroquinazoline hydrochloride). Reaction SMILES: [C:1]([O:4][C:5]1[CH:6]=[C:7]2[C:12](=[CH:13][CH:14]=1)[N:11]=[CH:10][NH:9][C:8]2=O)(=[O:3])[CH3:2].S(Cl)([Cl:18])=O>>[ClH:18].[C:1]([O:4][C:5]1[CH:6]=[C:7]2[C:12](=[CH:13][CH:14]=1)[N:11]=[CH:10][N:9]=[C:8]2[Cl:18])(=[O:3])[CH3:2] |f:2.3|. Procedure: Using an analogous procedure to that described in the first paragraph of the portion of Example 1 which is concerned with the preparation of starting materials, 6-acetoxyquinazolin-4-one was reacted with thionyl chloride to give 6-acetoxy-4-chloroquinazoline hydrochloride which was used without further purification. Starting materials: CC=1C(=NC=C(C1OC)C)CSC=1NC=2C(=NC=CC2)N1 (2-[(3,5-dimethyl-4-methoxy-2-pyridyl)methylthio]imidazo[4,5-b]pyridine), ClC1=CC(=CC=C1)C(=O)OO (m-chloroperbenzoic acid). Run in C(Cl)(Cl)Cl (chloroform). Yields the product CC=1C(=NC=C(C1OC)C)CS(=O)C=1NC=2C(=NC=CC2)N1 (2-[(3,5-dimethyl-4-methoxy-2-pyridyl)methylsulfinyl]imidazo[4,5-b]pyridine). RXN SMILES: [CH3:1][C:2]1[C:3]([CH2:11][S:12][C:13]2[NH:14][C:15]3[C:16]([N:21]=2)=[N:17][CH:18]=[CH:19][CH:20]=3)=[N:4][CH:5]=[C:6]([CH3:10])[C:7]=1[O:8][CH3:9].ClC1C=CC=C(C(OO)=[O:30])C=1>C(Cl)(Cl)Cl>[CH3:1][C:2]1[C:3]([CH2:11][S:12]([C:13]2[NH:14][C:15]3[C:16]([N:21]=2)=[N:17][CH:18]=[CH:19][CH:20]=3)=[O:30])=[N:4][CH:5]=[C:6]([CH3:10])[C:7]=1[O:8][CH3:9]. Procedure: 0.4 Gram of 2-[(3,5-dimethyl-4-methoxy-2-pyridyl)methylthio]imidazo[4,5-b]pyridine was dissolved in 40 ml of chloroform, then this solution was stirred under ice-cooling condition, 0.27 g of m-chloroperbenzoic acid (85%) was added thereto. The whole reaction mixture was stirred at the same temperature for 20 minutes. After the reaction was completed, the reaction mixture was concentrated under reduced pressure, the residue thus obtained was washed with diethyl ether. Recrystallization from ethan... Reactants: CCOC(C)=O, CO, CCN(C1=NC(C(=O)OC)CO1)c1ccc(C(F)(F)F)cc1CN(Cc1cc(C(F)(F)F)cc(C(F)(F)F)c1)c1ncc(N2CCOCC2)cn1, [Na+], [OH-]. The product is CCN(C1=NC(C(=O)O)CO1)c1ccc(C(F)(F)F)cc1CN(Cc1cc(C(F)(F)F)cc(C(F)(F)F)c1)c1ncc(N2CCOCC2)cn1. As a reaction SMILES: [CH3:54][CH2:55][O:56][C:57](=[O:58])[CH3:59].[CH3:60][OH:61].[F:1][C:2]([c:3]1[cH:4][c:5]([CH2:6][N:7]([c:8]2[n:9][cH:10][c:11]([N:14]3[CH2:15][CH2:16][O:17][CH2:18][CH2:19]3)[cH:12][n:13]2)[CH2:20][c:21]2[c:22]([N:31]([C:32]3=[N:36][CH:35]([C:37](=[O:38])[O:39][CH3:40])[CH2:34][O:33]3)[CH2:41][CH3:42])[cH:23][cH:24][c:25]([C:27]([F:28])([F:29])[F:30])[cH:26]2)[cH:43][c:44]([C:46]([F:47])([F:48])[F:49])[cH:45]1)([F:50])[F:51].[Na+:53].[OH-:52]>>[F:1][C:2]([c:3]1[cH:4][c:5]([CH2:6][N:7]([c:8]2[n:9][cH:10][c:11]([N:14]3[CH2:15][CH2:16][O:17][CH2:18][CH2:19]3)[cH:12][n:13]2)[CH2:20][c:21]2[c:22]([N:31]([C:32]3=[N:36][CH:35]([C:37](=[O:38])[OH:39])[CH2:34][O:33]3)[CH2:41][CH3:42])[cH:23][cH:24][c:25]([C:27]([F:28])([F:29])[F:30])[cH:26]2)[cH:43][c:44]([C:46]([F:47])([F:48])[F:49])[cH:45]1)([F:50])[F:51].